From a dataset of the Open Reaction Database (ORD), a public repository of structured organic reaction records. describe an organic reaction: reactants, conditions, products, and yield The reactants are C(=O)([O-])[O-].[K+].[K+] (K2CO3), BrC1(C(NC2=CC(=CC=C12)Cl)=O)CC1=CC(=CC=C1)Cl (rac-3-bromo-6-chloro-3-(3-chloro-benzyl)-1,3-dihydro-indol-2-one). Solvent: O1CCOCC1 (dioxane). Conditions: time 4 hour. Product: ClC1=CC=C2C(C(NC2=C1)=O)(CC1=CC(=CC=C1)Cl)NC(C(=O)O)CC(C)C (rac-(2S)-[6-chloro-3-(3-chloro-benzyl)-2-oxo-2,3-dihydro-1H-indol-3-ylamino]-4-methyl-pentanoic acid). As a reaction SMILES: [C:1]([O-:4])([O-])=[O:2].[K+].[K+].Br[C:8]1([CH2:19][C:20]2[CH:25]=[CH:24][CH:23]=[C:22]([Cl:26])[CH:21]=2)[C:16]2[C:11](=[CH:12][C:13]([Cl:17])=[CH:14][CH:15]=2)[NH:10][C:9]1=[O:18]>O1CCOCC1>[Cl:17][C:13]1[CH:12]=[C:11]2[C:16]([C:8]([NH:10][CH:9]([CH2:8][CH:16]([CH3:11])[CH3:15])[C:1]([OH:4])=[O:2])([CH2:19][C:20]3[CH:25]=[CH:24][CH:23]=[C:22]([Cl:26])[CH:21]=3)[C:9](=[O:18])[NH:10]2)=[CH:15][CH:14]=1 |f:0.1.2|. Reported procedure: To the aqueous solution K2CO3 (1.6 μL, 1N) was added (2S)-amino-4-methyl-pentanoic (106 mg, 0.81 mmol), then followed by the addition of rac-3-bromo-6-chloro-3-(3-chloro-benzyl)-1,3-dihydro-indol-2-one (200 mg, 0.54 mmol) in dioxane (5 mL). After the mixture was stirred at room temperature for 4 h, the reaction mixture was concentrated in vacuo. Water (10 mL) was added and the crude was acidified with HCl to PH=4. The mixture was extracted with ethyl acetate (3×10 mL). The combined organic layer... Starting materials: N[C@H](CC(=O)O)C(=O)O (D-aspartic acid), Br (HBr), N(=O)[O-].[Na+] (sodium nitrite). Solvent: C(C)OCC (diethyl ether), O (water). Run at temperature 2.5 celsius, time 12 hour. Product: Br[C@@H](C(=O)O)CC(=O)O ((R)-Bromosuccinic Acid). Isolated yield 45.0%. Reaction SMILES: N[C@@H:2]([C:7]([OH:9])=[O:8])[CH2:3][C:4]([OH:6])=[O:5].[BrH:10].N([O-])=O.[Na+]>O.C(OCC)C>[Br:10][C@H:2]([CH2:3][C:4]([OH:6])=[O:5])[C:7]([OH:9])=[O:8] |f:2.3|. Procedure details: To a 500 mL round bottom flask was added D-aspartic acid ((R)-aspartic acid, 25 g, 188 mmol) and 245 mL of 5 N HBr. The reaction was cooled in an ice bath to 0-5° C., followed by the dropwise addition of sodium nitrite (20.7 g, 301 mmol) in 75 mL of water over five hours. The temperature was maintained below 5° C. during the addition. After the addition was complete, the reaction was allowed to stir for 12 hours at 23-25° C. The reaction was diluted with diethyl ether (120 mL). The aqueous layer...